From a dataset of the Open Reaction Database (ORD), a public repository of structured organic reaction records. describe an organic reaction: reactants, conditions, products, and yield The reactants are C(\C=C\C=C\C)(=O)O (sorbic acid), C[Si](C)(C)Cl (trimethylsilyl chloride). The solvent is CO (methanol), C(Cl)Cl (CH2Cl2). Run at time 16 hour. The product is COC(C=CC=CC)=O (Hexa-2,4-dienoic acid methyl ester). The yield is 99.0%. Reaction SMILES: [C:1]([OH:8])(=[O:7])/[CH:2]=[CH:3]/[CH:4]=[CH:5]/[CH3:6].[CH3:9][Si](Cl)(C)C>CO.C(Cl)Cl>[CH3:9][O:7][C:1](=[O:8])[CH:2]=[CH:3][CH:4]=[CH:5][CH3:6]. Reported procedure: To a solution of sorbic acid (1.12 g, 10 mmol) in dry methanol (50 mL) was added dropwise a solution of trimethylsilyl chloride (2M, 12 mL) in CH2Cl2. After stirring for 16 hours, the mixture was concentrated under reduced pressure to give a pale yellow oil that was purified by flash chromatography (9:1 60-80° C. petroleum ether:diethyl ether) to give the title compound (1.23 g, 99%) as a colourless oil. The reactants are C(C)(=O)N1CC(C2=CC=C(C=C12)NC(C1=C(N=CC=C1)NC1=CC=C2C=NNC2=C1)=O)(C)C (N-(1-Acetyl-3,3-dimethyl-2,3-dihydro-1H-indol-6-yl)-2-(1H-indazol-6-ylamino)-nicotinamide), Cl (HCl). Solvent: CCO (EtOH). The product is CC1(CNC2=CC(=CC=C12)NC(C1=C(N=CC=C1)NC1=CC=C2C=NNC2=C1)=O)C (N-(3,3-dimethyl-2,3-dihydro-1H-indol-6-yl)-2-(1H-indazol-6-ylamino)-nicotinamide). RXN SMILES: C([N:4]1[C:12]2[C:7](=[CH:8][CH:9]=[C:10]([NH:13][C:14](=[O:31])[C:15]3[CH:20]=[CH:19][CH:18]=[N:17][C:16]=3[NH:21][C:22]3[CH:30]=[C:29]4[C:25]([CH:26]=[N:27][NH:28]4)=[CH:24][CH:23]=3)[CH:11]=2)[C:6]([CH3:33])([CH3:32])[CH2:5]1)(=O)C.Cl>CCO>[CH3:32][C:6]1([CH3:33])[C:7]2[C:12](=[CH:11][C:10]([NH:13][C:14](=[O:31])[C:15]3[CH:20]=[CH:19][CH:18]=[N:17][C:16]=3[NH:21][C:22]3[CH:30]=[C:29]4[C:25]([CH:26]=[N:27][NH:28]4)=[CH:24][CH:23]=3)=[CH:9][CH:8]=2)[NH:4][CH2:5]1. Reported procedure: N-(1-Acetyl-3,3-dimethyl-2,3-dihydro-1H-indol-6-yl)-2-(1H-indazol-6-ylamino)-nicotinamide (500 mg) was deprotected heating with 12 N HCl (3 ml) and EtOH (3 ML) at reflux for 1 h. Dried under vacuum and purified via HPLC. M+H 399.3; Calc'd for C23H22N6O: 398.2. Starting materials: OS(=O)(=O)O (H2SO4), C(C1=CC=CC=C1)N1CC2(CC2C1)C(=O)O (3-benzyl-3-azabicyclo[3.1.0]hexane-1-carboxylic acid), C(C)O (ethyl alcohol), N (ammonia). Product: C(C)OC(=O)C12CN(CC2C1)CC1=CC=CC=C1 (3-benzyl-3-azabicyclo[3.1.0]hexane-1-carboxylic acid ethyl ester). RXN SMILES: [CH2:1]([N:8]1[CH2:13][CH:12]2[C:10]([C:14]([OH:16])=[O:15])([CH2:11]2)[CH2:9]1)[C:2]1[CH:7]=[CH:6][CH:5]=[CH:4][CH:3]=1.OS(O)(=O)=O.N.[CH2:23](O)[CH3:24]>>[CH2:23]([O:15][C:14]([C:10]12[CH2:11][CH:12]1[CH2:13][N:8]([CH2:1][C:2]1[CH:3]=[CH:4][CH:5]=[CH:6][CH:7]=1)[CH2:9]2)=[O:16])[CH3:24]. Reported procedure: To a suspension of 3-benzyl-3-azabicyclo[3.1.0]hexane-1-carboxylic acid (8.5 gm, 0.0390 mole), (prepared as described in EP 0413455A2) in ethyl alcohol (250 ml) was added conc. H2SO4 (10 ml). The resulting pale yellow solution was heated at reflux for 2 hours, cooled to 0° C. and neutralized with aqueous ammonia. The neutralized solution was concentrated and was dissolved in dichloromethane. The organic layer was washed with saturated NaHCO3, water and brine. The organic layer was dried over anh... Starting materials: FC(C(=O)C1=CNC2=CC(=CC=C12)[N+](=O)[O-])(F)F (2,2,2-trifluoro-1-(6-nitro-1H-indol-3-yl)-ethanone), [OH-].[Na+] (sodium hydroxide), Cl (hydrochloric acid). The solvent is O (water). Run at temperature 0 celsius. The product is [N+](=O)([O-])C1=CC=C2C(=CNC2=C1)C(=O)O (6-nitro-1H-indole-3-carboxylic acid). RXN SMILES: FC(F)(F)[C:3]([C:5]1[C:13]2[C:8](=[CH:9][C:10]([N+:14]([O-:16])=[O:15])=[CH:11][CH:12]=2)[NH:7][CH:6]=1)=[O:4].[OH-:19].[Na+].Cl>O>[N+:14]([C:10]1[CH:9]=[C:8]2[C:13]([C:5]([C:3]([OH:4])=[O:19])=[CH:6][NH:7]2)=[CH:12][CH:11]=1)([O-:16])=[O:15] |f:1.2|. Procedure details: 3.7 g 2,2,2-trifluoro-1-(6-nitro-1H-indol-3-yl)-ethanone are combined with 20 ml of a 40% sodium hydroxide solution solution and refluxed for 4 hours. After cooling to 0° C. the mixture is diluted with a little water and adjusted to pH 1 by the careful addition of concentrated hydrochloric acid. The precipitated solid is suction filtered and dissolved in dichloromethane/methanol 10:1. After drying with magnesium sulphate the solvents are eliminated in vacuo and the residue is extracted from diet... Reactants: BrCC1CC1 ((Bromomethyl)cyclopropane), C(C)(=O)OCC (ethyl acetate), [H-].[Na+] (Sodium hydride), BrC1=CC=CC=2N1N=C(C2NC(OC(C)(C)C)=O)OC (tert-butyl N-(7-bromo-2-methoxypyrazolo[1,5-a]pyridin-3-yl)carbamate). The solvent is CN(C=O)C (N,N-dimethylformamide). Run at time 30 minute. The product is crude product, BrC1=CC=CC=2N1N=C(C2N(C(OC(C)(C)C)=O)CC2CC2)OC (tert-butyl N-(7-bromo-2-methoxypyrazolo[1,5-a]pyridin-3-yl)-N-cyclopropylmethylcarbamate). Reaction SMILES: [H-].[Na+].[Br:3][C:4]1[N:9]2[N:10]=[C:11]([O:21][CH3:22])[C:12]([NH:13][C:14](=[O:20])[O:15][C:16]([CH3:19])([CH3:18])[CH3:17])=[C:8]2[CH:7]=[CH:6][CH:5]=1.Br[CH2:24][CH:25]1[CH2:27][CH2:26]1.C(OCC)(=O)C>CN(C)C=O>[Br:3][C:4]1[N:9]2[N:10]=[C:11]([O:21][CH3:22])[C:12]([N:13]([CH2:24][CH:25]3[CH2:27][CH2:26]3)[C:14](=[O:20])[O:15][C:16]([CH3:17])([CH3:18])[CH3:19])=[C:8]2[CH:7]=[CH:6][CH:5]=1 |f:0.1|. Procedure details: Sodium hydride (60% in oil; 24.6 mg) was added to a solution of tert-butyl N-(7-bromo-2-methoxypyrazolo[1,5-a]pyridin-3-yl)carbamate (140 mg) in N,N-dimethylformamide (10 mL) at room temperature and the reaction mixture was stirred for 30 minutes. (Bromomethyl)cyclopropane (0.06 mL) was added thereto at the same temperature, and the reaction mixture was stirred for 1 hour at 60° C. After completion of the reaction, the reaction mixture was gradually added to ice, extraction was performed with et... Starting materials: CN, CS(C)=O, Fc1cc(-c2cccnc2Cl)ccn1, Cl, [K+], [K+], O=C([O-])[O-], O. Product: CNc1cc(-c2cccnc2Cl)ccn1. Reaction SMILES: [CH3:16][NH2:17].[CH3:24][S:25]([CH3:26])=[O:27].[Cl:1][c:2]1[n:3][cH:4][cH:5][cH:6][c:7]1-[c:8]1[cH:9][c:10]([F:14])[n:11][cH:12][cH:13]1.[ClH:15].[K+:18].[K+:19].[O-:20][C:21]([O-:22])=[O:23].[OH2:28]>>[Cl:1][c:2]1[n:3][cH:4][cH:5][cH:6][c:7]1-[c:8]1[cH:9][c:10]([NH:17][CH3:16])[n:11][cH:12][cH:13]1. Reactants: [Na+], [Na+], [OH-], O, O=S(=O)([O-])c1ccc2ccccc2c1. The product is Oc1ccc2ccccc2c1. RXN SMILES: [Na+:15].[Na+:17].[OH-:16].[OH2:18].[cH:1]1[c:2]([S:11]([O-:12])(=[O:13])=[O:14])[cH:3][cH:4][c:5]2[cH:6][cH:7][cH:8][cH:9][c:10]12>>[cH:1]1[c:2]([OH:16])[cH:3][cH:4][c:5]2[cH:6][cH:7][cH:8][cH:9][c:10]12. Starting materials: CC1C(C(C=CC1=O)(C)C)=O (2,6,6-trimethylcyclohexen-1,3-dione), C1=CC=CC=C1 (benzene), C(C(C)C)O (isobutanol), CC=1C=CC(=CC1)S(=O)(=O)O (PTSA). Solvent: O (water). Yields the product CC=1C(C(CCC1OCC(C)C)(C)C)=O (2,6,6-trimethyl-3-isobutoxycyclohex-2-en-1 one). RXN SMILES: [CH3:1][CH:2]1[C:7](=[O:8])[CH:6]=[CH:5][C:4]([CH3:10])([CH3:9])[C:3]1=[O:11].C1C=CC=CC=1.[CH2:18](O)[CH:19]([CH3:21])[CH3:20].CC1C=CC(S(O)(=O)=O)=CC=1>O>[CH3:1][C:2]1[C:3](=[O:11])[C:4]([CH3:10])([CH3:9])[CH2:5][CH2:6][C:7]=1[O:8][CH2:18][CH:19]([CH3:21])[CH3:20]. Procedure: The compound 2,6,6-trimethylcyclohexen-1,3-dione (43.6 g) was added to a mixture of benzene (250 ml), isobutanol (50 ml) and PTSA (500 mg) and heated under reflux for 3 hr in conjunction with a Dean and Stark water separator. The reaction was then cooled to room temperature, washed with aqueous sodium carbonate solution and brine and taken to dryness "in vacuo". Distillation of residue through a 6" vacuum jacketed vigreaux column yielded pure 2,6,6-trimethyl-3-isobutoxycyclohex-2-en-1 one (54.6 ... The reactants are C(C1=CC=CC=C1)OC(=O)N[C@@H]1C(N(CC1)[C@@H]1[C@@H](C[C@@H](CC1)NC(=O)OC(C)(C)C)C(=O)N)=O ((1R,2S,5R)-2-((S)-3-(benzyloxycarbonylamino)-2-oxopyrrolidin-1-yl)-5-(tert-butoxycarbonylamino)cyclohexanecarboxamide), C(C)(=O)O.C(C)(=O)O.IC1=CC=CC=C1 (iodobenzene diacetate), CC#N (MeCN), C(C)(=O)O (acetic acid), ice. The solvent is O (H2O). Run at temperature 0 celsius, time 1 hour. The product is N[C@@H]1C[C@@H](CC[C@@H]1N1C([C@H](CC1)NC(=O)OCC1=CC=CC=C1)=O)NC(OC(C)(C)C)=O (tert-butyl (1R,3R,4S)-3-amino-4-((S)-3-benzyloxycarbonylamino-2-oxopyrrolidin-1-yl)cyclohexylcarbamate). Isolated yield 96.0%. Reaction SMILES: [CH2:1]([O:8][C:9]([NH:11][C@H:12]1[CH2:16][CH2:15][N:14]([C@H:17]2[CH2:22][CH2:21][C@@H:20]([NH:23][C:24]([O:26][C:27]([CH3:30])([CH3:29])[CH3:28])=[O:25])[CH2:19][C@H:18]2C(N)=O)[C:13]1=[O:34])=[O:10])[C:2]1[CH:7]=[CH:6][CH:5]=[CH:4][CH:3]=1.C(O)(=O)C.C(O)(=O)C.IC1C=CC=CC=1.C(O)(=O)C.CC#[N:56]>O>[NH2:56][C@H:18]1[C@@H:17]([N:14]2[CH2:15][CH2:16][C@H:12]([NH:11][C:9]([O:8][CH2:1][C:2]3[CH:3]=[CH:4][CH:5]=[CH:6][CH:7]=3)=[O:10])[C:13]2=[O:34])[CH2:22][CH2:21][C@@H:20]([NH:23][C:24](=[O:25])[O:26][C:27]([CH3:30])([CH3:28])[CH3:29])[CH2:19]1 |f:1.2.3|. Reported procedure: To the solution of (1R,2S,5R)-2-((S)-3-(benzyloxycarbonylamino)-2-oxopyrrolidin-1-yl)-5-(tert-butoxycarbonylamino)cyclohexanecarboxamide (2.0 g, 4.21 mmol; see Example 1, Step 5) in MeCN (150 mL) and H2O (205 mL), iodobenzene diacetate (1.357 g, 4.21 mmol) was added. The mixture was stirred at 0° C. for 1 h and then allowed to warm to room temperature in the melting ice bath over 14 h. The mixture was acidified to pH 4 with the addition of acetic acid, and then extracted with diethyl ether (2×60...